From a dataset of the Open Reaction Database (ORD), a public repository of structured organic reaction records. describe an organic reaction: reactants, conditions, products, and yield Starting materials: COC(=O)C1CCC(c2ccc(Br)cc2)N1C(=O)OC(C)(C)C, CC1(C)OB(C=Cc2ccccc2)OC1(C)C, [Na+], [Na+], O=C([O-])[O-], C1COCCO1, O, c1ccc(P(c2ccccc2)(c2ccccc2)[Pd](P(c2ccccc2)(c2ccccc2)c2ccccc2)(P(c2ccccc2)(c2ccccc2)c2ccccc2)P(c2ccccc2)(c2ccccc2)c2ccccc2)cc1. The product is COC(=O)C1CCC(c2ccc(C=Cc3ccccc3)cc2)N1C(=O)OC(C)(C)C. RXN SMILES: [Br:1][c:2]1[cH:3][cH:4][c:5]([CH:8]2[CH2:9][CH2:10][CH:11]([C:20](=[O:21])[O:22][CH3:23])[N:12]2[C:13](=[O:14])[O:15][C:16]([CH3:17])([CH3:18])[CH3:19])[cH:6][cH:7]1.[CH3:30][C:31]1([CH3:32])[C:33]([CH3:34])([CH3:35])[O:36][B:37]([CH:38]=[CH:39][c:40]2[cH:41][cH:42][cH:43][cH:44][cH:45]2)[O:46]1.[Na+:24].[Na+:25].[O-:26][C:27](=[O:28])[O-:29].[O:47]1[CH2:48][CH2:49][O:50][CH2:51][CH2:52]1.[OH2:130].[cH:53]1[cH:54][cH:55][c:56]([P:57]([Pd:58]([P:59]([c:60]2[cH:61][cH:62][cH:63][cH:64][cH:65]2)([c:66]2[cH:67][cH:68][cH:69][cH:70][cH:71]2)[c:72]2[cH:73][cH:74][cH:75][cH:76][cH:77]2)([P:78]([c:79]2[cH:80][cH:81][cH:82][cH:83][cH:84]2)([c:85]2[cH:86][cH:87][cH:88][cH:89][cH:90]2)[c:91]2[cH:92][cH:93][cH:94][cH:95][cH:96]2)[P:97]([c:98]2[cH:99][cH:100][cH:101][cH:102][cH:103]2)([c:104]2[cH:105][cH:106][cH:107][cH:108][cH:109]2)[c:110]2[cH:111][cH:112][cH:113][cH:114][cH:115]2)([c:116]2[cH:117][cH:118][cH:119][cH:120][cH:121]2)[c:122]2[cH:123][cH:124][cH:125][cH:126][cH:127]2)[cH:128][cH:129]1>>[c:2]1([CH:38]=[CH:39][c:40]2[cH:41][cH:42][cH:43][cH:44][cH:45]2)[cH:3][cH:4][c:5]([CH:8]2[CH2:9][CH2:10][CH:11]([C:20](=[O:21])[O:22][CH3:23])[N:12]2[C:13](=[O:14])[O:15][C:16]([CH3:17])([CH3:18])[CH3:19])[cH:6][cH:7]1. Starting materials: C(=O)(OC(C)(C)C)N1[C@@H](CNCC1)CO ((S)-1-Boc-2-hydroxymethyl-piperazine), C(=O)(O)[O-].[Na+] (NaHCO3), ClC(=O)OCC1=CC=CC=C1 (benzyl chloroformate). Run in C(Cl)Cl (DCM), O (water), O (water). Run at time 8 hour. Yields the product C(C)(C)(C)OC(=O)N1[C@@H](CN(CC1)C(=O)OCC1=CC=CC=C1)CO ((S)-2-Hydroxymethyl-piperazine-1,4-dicarboxylic acid 4-benzyl ester 1-tert-butyl ester). As a reaction SMILES: [C:1]([N:8]1[CH2:13][CH2:12][NH:11][CH2:10][C@H:9]1[CH2:14][OH:15])([O:3][C:4]([CH3:7])([CH3:6])[CH3:5])=[O:2].C([O-])(O)=O.[Na+].Cl[C:22]([O:24][CH2:25][C:26]1[CH:31]=[CH:30][CH:29]=[CH:28][CH:27]=1)=[O:23]>C(Cl)Cl.O>[C:4]([O:3][C:1]([N:8]1[CH2:13][CH2:12][N:11]([C:22]([O:24][CH2:25][C:26]2[CH:31]=[CH:30][CH:29]=[CH:28][CH:27]=2)=[O:23])[CH2:10][C@H:9]1[CH2:14][OH:15])=[O:2])([CH3:7])([CH3:6])[CH3:5] |f:1.2|. Procedure details: To solution of (S)-1-Boc-2-hydroxymethyl-piperazine (500 mg) in DCM (15 mL) were added NaHCO3 (369 mg), water (3 mL) and benzyl chloroformate (0.464 mL) at RT. The resulting emulsion was vigorously stirred at RT overnight. The mixture was diluted with water and extracted with DCM. The combined org. layers were dried (MgSO4), filtered off and evaporated in vacuo. The residue was purified by CC (Biotage, SNAP 25 g cartridge, solvent A: Hept; solvent B: EA; gradient in % B: 50 for 6CV, 50 to 70 ove... Yields the product N1[C@@H](CCC1=O)C(=O)O.ClC1=C(C=CC=C1)C1CC(C=2C(=CC=NC2C1)C)=NNC(=N)N ((−)-7-(2-chlorophenyl)-5-guanidinoimino-4-methyl-5,6,7,8-tetrahydroquinoline L-pyroglutamate). Starting materials: ClC1=C(C=CC=C1)C1CC(C=2C(=CC=NC2C1)C)=NNC(=N)N ((±)-7-(2-chlorophenyl)-5-guanidinoimino-4-methyl-5,6,7,8-tetrahydroquinoline), N1[C@@H](CCC1=O)C(=O)O (L-pyroglutamic acid). As a reaction SMILES: [Cl:1][C:2]1[CH:7]=[CH:6][CH:5]=[CH:4][C:3]=1[CH:8]1[CH2:17][C:16]2[N:15]=[CH:14][CH:13]=[C:12]([CH3:18])[C:11]=2[C:10](=[N:19][NH:20][C:21]([NH2:23])=[NH:22])[CH2:9]1.[NH:24]1[C:28](=[O:29])[CH2:27][CH2:26][C@H:25]1[C:30]([OH:32])=[O:31]>C(O)(C)C>[NH:24]1[C:28](=[O:29])[CH2:27][CH2:26][C@H:25]1[C:30]([OH:32])=[O:31].[Cl:1][C:2]1[CH:7]=[CH:6][CH:5]=[CH:4][C:3]=1[CH:8]1[CH2:17][C:16]2[N:15]=[CH:14][CH:13]=[C:12]([CH3:18])[C:11]=2[C:10](=[N:19][NH:20][C:21]([NH2:23])=[NH:22])[CH2:9]1 |f:3.4|. Reported procedure: (±)-7-(2-Chlorophenyl)-5-guanidinoimino-4-methyl-5,6,7,8-tetrahydroquinoline hydrochloride (123.9 g) was suspended in methanol (1200 ml) and treated dropwise with a 28% solution of sodium methoxide in methanol (119.2 ml). The mixture was stirred at 50° C. for 30 minutes. The solvent was distilled off under reduced pressure, and the residue was combined with water and then the crystal was recovered by a filtration. The crystal was washed with water and dried to obtain (±)-7-(2-chlorophenyl)-5-gua... Run at temperature 50 celsius, time 1 hour. Run in C(C)(C)O (isopropyl alcohol), C(C)(C)O (isopropyl alcohol). Yield: 156.8%. The reactants are Cl.Cl.Cl.C1N(CCC2=CC=NC=C12)C1=C(C=C(N)C=C1)C (4-(3,4-dihydro-2,7-naphthyridin-2(1H)-yl)-3-methylaniline trihydrochloride), C(C)(C)N(C(C)C)CC (N,N-diisopropylethylamine), C1(=CC(=CC=C1)N=C=O)C (meta-tolyl isocyanate). Run in C(Cl)Cl (CH2Cl2). Run at time 1.5 hour. The product is C1N(CCC2=CC=NC=C12)C1=C(C=C(C=C1)NC(=O)NC1=CC(=CC=C1)C)C (1-[4-(3,4-dihydro-2,7-naphthyridin-2(1H)-yl)-3-methylphenyl]-3-(3-methylphenyl)urea). Isolated yield 98.3%. Reaction SMILES: Cl.Cl.Cl.[CH2:4]1[C:13]2[C:8](=[CH:9][CH:10]=[N:11][CH:12]=2)[CH2:7][CH2:6][N:5]1[C:14]1[CH:20]=[CH:19][C:17]([NH2:18])=[CH:16][C:15]=1[CH3:21].C(N(CC)C(C)C)(C)C.[C:31]1([CH3:40])[CH:36]=[CH:35][CH:34]=[C:33]([N:37]=[C:38]=[O:39])[CH:32]=1>C(Cl)Cl>[CH2:4]1[C:13]2[C:8](=[CH:9][CH:10]=[N:11][CH:12]=2)[CH2:7][CH2:6][N:5]1[C:14]1[CH:20]=[CH:19][C:17]([NH:18][C:38]([NH:37][C:33]2[CH:34]=[CH:35][CH:36]=[C:31]([CH3:40])[CH:32]=2)=[O:39])=[CH:16][C:15]=1[CH3:21] |f:0.1.2.3|. Procedure: To a mixture of 4-(3,4-dihydro-2,7-naphthyridin-2(1H)-yl)-3-methylaniline trihydrochloride (24.7 mg, 0.071 mmol) and N,N-diisopropylethylamine (0.043 mL, 0.25 mmol) in 1.0 mL CH2Cl2 at rt was added meta-tolyl isocyanate (0.013 mL, 0.106 mmol) and the reaction stirred at rt for 1.5 hours. The reaction was quenched into a brine/aqueous Na2CO3 solution, then extracted with EtOAc. The EtOAc layer was washed with brine/aqueous Na2CO3 solution, dried with anhydrous Na2SO4, and evaporated to an oily so... The reactants are Cl.Cl.C[C@H]1N(CCC1)[C@@H]1CNCC1 ((2R,3′S)-2-methyl-[1,3′]bipyrrolidinyl dihydrochloride), C(=O)([O-])[O-].[K+].[K+] (K2CO3), ClC1=NC(=C(C=C1)[N+](=O)[O-])C (2-chloro-6-methyl-5-nitropyridine), C(=O)(O)[O-].[Na+] (NaHCO3). Run in CS(=O)C (DMSO). Conditions: temperature 90 celsius. The product is CC1=NC(=CC=C1[N+](=O)[O-])N1C[C@@H](CC1)N1[C@H](CCC1)C (2-methyl-6-[(3R)-3-[(2S)-2-methylpyrrolidin-1-yl]pyrrolidin-1-yl]-3-nitro-pyridine). Isolated yield 98.4%. RXN SMILES: Cl.Cl.[CH3:3][C@@H:4]1[CH2:8][CH2:7][CH2:6][N:5]1[C@H:9]1[CH2:13][CH2:12][NH:11][CH2:10]1.C([O-])([O-])=O.[K+].[K+].Cl[C:21]1[CH:26]=[CH:25][C:24]([N+:27]([O-:29])=[O:28])=[C:23]([CH3:30])[N:22]=1.C([O-])(O)=O.[Na+]>CS(C)=O>[CH3:30][C:23]1[C:24]([N+:27]([O-:29])=[O:28])=[CH:25][CH:26]=[C:21]([N:11]2[CH2:12][CH2:13][C@@H:9]([N:5]3[CH2:6][CH2:7][CH2:8][C@@H:4]3[CH3:3])[CH2:10]2)[N:22]=1 |f:0.1.2,3.4.5,7.8|. Procedure details: To a solution of (2R,3′S)-2-methyl-[1,3′]bipyrrolidinyl dihydrochloride (1.59 g, 7.0 mmol) in DMSO (24 mL) was added K2CO3 (3.87 g, 28 mmol) and 2-chloro-6-methyl-5-nitropyridine (1.81 g, 10.5 mmol) and then heated to 90° C. for 8 hours. The reaction was cooled to rt and NaHCO3 (aq) (200 mL) was added. The solution was extracted with EtOAc (2×250 mL). The combined organic extracts were washed with NaHCO3 (aq) (200 mL), H2O (200 mL), and brine (150 mL), dried over K2CO3, filtered and concentrated... Reactants: ClC(CC(C)C)C1=C(C2=C(OC3=C(COC2=O)C=C(C=C3OC)C)C=C1)OC (3-(1-Chloro-3-methylbutyl)-4,11-dimethoxy-9-methyl-7H-dibenzo[b,g][1,5]dioxocin-5-one), CN1C2=NCCCN2CCC1 (7-methyl-1,5,7-triazabicyclo[4.4.0]dec-5-ene). The reagents and catalysts are [Cu-]=O (copper(I) oxide). The solvent is CN(C=O)C (dimethylformamide). The product is COC1=C(C=CC=2OC3=C(COC(C21)=O)C=C(C=C3OC)C)C=CC(C)C (4,11-Dimethoxy-9-methyl-3-(-3-methyl-1-butenyl)-7H-dibenzo[b,g][1,5]dioxocin-5-one). As a reaction SMILES: Cl[CH:2]([C:7]1[CH:26]=[CH:25][C:10]2[O:11][C:12]3[C:21]([O:22][CH3:23])=[CH:20][C:19]([CH3:24])=[CH:18][C:13]=3[CH2:14][O:15][C:16](=[O:17])[C:9]=2[C:8]=1[O:27][CH3:28])[CH2:3][CH:4]([CH3:6])[CH3:5].CN1CCCN2C1=NCCC2>CN(C)C=O.[Cu-]=O>[CH3:28][O:27][C:8]1[C:9]2[C:16](=[O:17])[O:15][CH2:14][C:13]3[CH:18]=[C:19]([CH3:24])[CH:20]=[C:21]([O:22][CH3:23])[C:12]=3[O:11][C:10]=2[CH:25]=[CH:26][C:7]=1[CH:2]=[CH:3][CH:4]([CH3:6])[CH3:5]. Procedure details: 1.1 g (3.0 mmol) of the compound from Example 95 in 10 ml of dimethylformamide, 2.2 ml (15.3 mmol) of 7-methyl-1,5,7-triazabicyclo[4.4.0]dec-5-ene and 0.65 g of copper(I) oxide are stirred at 80° C. for 12 h in an argon atmosphere. After filtering, the mixture is evaporated in vacuo, the residue is taken up with methylene chloride, 1N aqueous hydrochloric acid is added, then the mixture is washed with water, dried and evaporated. Chromatography on silica gel Si60 in petroleum ether/ether=3:1 yie... Reactants: FC=1C=C(C=C(C1)F)[C@@H]1CC(C(C(N1CC(=O)NC=1C=C2C[C@]3(C(NC4=NC=CC=C43)=O)CC2=CC1)=O)(C)C)=O (2-[(6S)-6-(3,5-difluorophenyl)-3,3-dimethyl-2,4-dioxopiperidin-1-yl]-N-[(2R)-2′-oxo-1,1′,2′,3-tetrahydrospiro[indene-2,3′-pyrrolo[2,3-b]pyridin]-5-yl]acetamide), NH4OAc, [BH3-]C#N.[Na+] (NaCNBH3). The solvent is O (H2O), C(=O)(O)[O-].[Na+] (NaHCO3), CO (CH3OH). Reaction conditions: time 20 minute. Product: N[C@H]1C(C(N([C@@H](C1)C1=CC(=CC(=C1)F)F)CC(=O)NC=1C=C2C[C@]3(C(NC4=NC=CC=C43)=O)CC2=CC1)=O)(C)C (2-[(4R,6S)-4-amino-6-(3,5-difluorophenyl)-3,3-dimethyl-2-oxopiperidin-1-yl]-N-[(2R)-2′-oxo-1,1′,2′,3-tetrahydrospiro[indene-2,3′-pyrrolo[2,3-b]pyridin]-5-yl]acetamide). RXN SMILES: [F:1][C:2]1[CH:3]=[C:4]([C@H:9]2[N:14]([CH2:15][C:16]([NH:18][C:19]3[CH:20]=[C:21]4[C:34](=[CH:35][CH:36]=3)[CH2:33][C@:23]3([C:31]5[C:26](=[N:27][CH:28]=[CH:29][CH:30]=5)[NH:25][C:24]3=[O:32])[CH2:22]4)=[O:17])[C:13](=[O:37])[C:12]([CH3:39])([CH3:38])[C:11](=O)[CH2:10]2)[CH:5]=[C:6]([F:8])[CH:7]=1.[BH3-]C#[N:43].[Na+]>CO.O.C([O-])(O)=O.[Na+]>[NH2:43][C@@H:11]1[CH2:10][C@@H:9]([C:4]2[CH:3]=[C:2]([F:1])[CH:7]=[C:6]([F:8])[CH:5]=2)[N:14]([CH2:15][C:16]([NH:18][C:19]2[CH:20]=[C:21]3[C:34](=[CH:35][CH:36]=2)[CH2:33][C@:23]2([C:31]4[C:26](=[N:27][CH:28]=[CH:29][CH:30]=4)[NH:25][C:24]2=[O:32])[CH2:22]3)=[O:17])[C:13](=[O:37])[C:12]1([CH3:38])[CH3:39] |f:1.2,5.6|. Procedure details: A mixture of 2-[(6S)-6-(3,5-difluorophenyl)-3,3-dimethyl-2,4-dioxopiperidin-1-yl]-N-[(2R)-2′-oxo-1,1′,2′,3-tetrahydrospiro[indene-2,3′-pyrrolo[2,3-b]pyridin]-5-yl]acetamide (380 mg, 0.698 mmol, described in Example 7) and NH4OAc (571 mg, 7.41 mmol) in CH3OH (2 mL) was stirred at ambient temperature for 20 min. NaCNBH3 (498 mg, 7.92 mmol) was added and stirring was continued at ambient temperature for 12 h. The reaction mixture was diluted with H2O (40 mL) and aqueous NaHCO3 (70 mL) and extracted... The reactants are C[O-], CO, Cl, NO, NO, COC(=N)CCSCc1csc(NC(=N)N)n1, [Na+]. RXN SMILES: [CH3:23][O-:24].[CH3:26][OH:27].[ClH:20].[NH2:18][OH:19].[NH2:21][OH:22].[NH:1]([C:2](=[NH:3])[NH2:4])[c:5]1[s:6][cH:7][c:8]([CH2:10][S:11][CH2:12][CH2:13][C:14]([O:15][CH3:16])=[NH:17])[n:9]1.[Na+:25]>>[NH:1]([C:2](=[NH:3])[NH2:4])[c:5]1[s:6][cH:7][c:8]([CH2:10][S:11][CH2:12][CH2:13][C:14]([NH2:17])=[N:18][OH:19])[n:9]1. Product: N=C(N)Nc1nc(CSCCC(N)=NO)cs1. Starting materials: C(\C=C\CCCCCCC)(=O)O ((E)-2-decenoic acid), N1CCSCC1 (thiomorpholine). Product: C(\C=C\CCCCCCC)(=O)N1CCSCC1 (4-((E)-2-decenoyl)thiomorpholine). Reaction SMILES: [C:1]([OH:12])(=O)/[CH:2]=[CH:3]/[CH2:4][CH2:5][CH2:6][CH2:7][CH2:8][CH2:9][CH3:10].[NH:13]1[CH2:18][CH2:17][S:16][CH2:15][CH2:14]1>>[C:1]([N:13]1[CH2:18][CH2:17][S:16][CH2:15][CH2:14]1)(=[O:12])/[CH:2]=[CH:3]/[CH2:4][CH2:5][CH2:6][CH2:7][CH2:8][CH2:9][CH3:10]. Reported procedure: The same procedures as in Example 1 were carried out using (E)-2-decenoic acid and thiomorpholine as starting raw materials, to produce an intended compound.